This data is from the Open Reaction Database (ORD), a public repository of structured organic reaction records. The task is: describe an organic reaction: reactants, conditions, products, and yield The reactants are COC=1C=C2CC(NC2=CC1)=O (5-methoxyoxindole), CN1CCN(CC1)C(/C=C/C1=NN(C2=CC(=CC=C12)C=O)COCC[Si](C)(C)C)=O ((E)-3-(3-(4-methylpiperazin-1-yl)-3-oxoprop-1-enyl)-1-((2-(trimethylsilyl)ethoxy)methyl)-1H-indazole-6-carbaldehyde). The product is COC=1C=C2C(C(NC2=CC1)=O)=CC1=CC=C2C(=NNC2=C1)\C=C\C(=O)N1CCN(CC1)C (5-methoxy-3-((3-((E)-3-(4-methylpiperazin-1-yl)-3-oxoprop-1-enyl)-1H-indazol-6-yl)methylene)indolin-2-one). Yield: 9.7%. As a reaction SMILES: [CH3:1][O:2][C:3]1[CH:4]=[C:5]2[C:9](=[CH:10][CH:11]=1)[NH:8][C:7](=[O:12])[CH2:6]2.[CH3:13][N:14]1[CH2:19][CH2:18][N:17]([C:20](=[O:42])/[CH:21]=[CH:22]/[C:23]2[C:31]3[C:26](=[CH:27][C:28]([CH:32]=O)=[CH:29][CH:30]=3)[N:25](COCC[Si](C)(C)C)[N:24]=2)[CH2:16][CH2:15]1>>[CH3:1][O:2][C:3]1[CH:4]=[C:5]2[C:9](=[CH:10][CH:11]=1)[NH:8][C:7](=[O:12])[C:6]2=[CH:32][C:28]1[CH:27]=[C:26]2[C:31]([C:23](/[CH:22]=[CH:21]/[C:20]([N:17]3[CH2:16][CH2:15][N:14]([CH3:13])[CH2:19][CH2:18]3)=[O:42])=[N:24][NH:25]2)=[CH:30][CH:29]=1. Reported procedure: The synthetic method followed that described in Example A66 starting from 5-methoxyoxindole (10 mg, 0.0583 mmol) and (E)-3-(3-(4-methylpiperazin-1-yl)-3-oxoprop-1-enyl)-1-((2-(trimethylsilyl)ethoxy)methyl)-1H-indazole-6-carbaldehyde (25 mg, 0.0.0583 mmol) to give 2.5 mg of the title compound as an 85:15 mixture of (E)/(Z) isomers. 1H NMR (400 MHz, CD3OD) 8.95, 7.80 (s, 1H), 8.21-8.16 (m, 1H), 7.97-7.87 (m, 2H), 7.59 (d, J=7.52 Hz, 1H), 7.45 (d, J=15.7 Hz, 1H), 7.32, 7.22 (s, 1H), 6.85 (s, 2H), 3... Reactants: CCCC[N+](CCCC)(CCCC)CCCC.[F-] (TBAF), FC(OC=1C=C2C=C(C(OC2=C(C1)C#C[Si](C)(C)C)C(F)(F)F)C(=O)OCC)(F)F (ethyl 6-(trifluoromethoxy)-2-(trifluoromethyl)-8-[(trimethylsilyl)ethynyl]-2H-chromene-3-carboxylate), [NH4+].[Cl-] (NH4Cl). Solvent: C(Cl)Cl (CH2Cl2). Conditions: time 10 minute. Product: C(#C)C=1C=C(C=C2C=C(C(OC12)C(F)(F)F)C(=O)OCC)OC(F)(F)F (ethyl 8-ethynyl-6-(trifluoromethoxy)-2-(trifluoromethyl)-2H-chromene-3-carboxylate). Reaction SMILES: [F:1][C:2]([F:30])([F:29])[O:3][C:4]1[CH:5]=[C:6]2[C:11](=[C:12]([C:14]#[C:15][Si](C)(C)C)[CH:13]=1)[O:10][CH:9]([C:20]([F:23])([F:22])[F:21])[C:8]([C:24]([O:26][CH2:27][CH3:28])=[O:25])=[CH:7]2.CCCC[N+](CCCC)(CCCC)CCCC.[F-].[NH4+].[Cl-]>C(Cl)Cl>[C:14]([C:12]1[CH:13]=[C:4]([O:3][C:2]([F:30])([F:1])[F:29])[CH:5]=[C:6]2[C:11]=1[O:10][CH:9]([C:20]([F:23])([F:22])[F:21])[C:8]([C:24]([O:26][CH2:27][CH3:28])=[O:25])=[CH:7]2)#[CH:15] |f:1.2,3.4|. Reported procedure: To a solution of ethyl 6-(trifluoromethoxy)-2-(trifluoromethyl)-8-[(trimethylsilyl)ethynyl]-2H-chromene-3-carboxylate prepared as in Step 1 (22.8 g, 50.3 mmole) in anhydrous CH2Cl2 (200 mL) was added a solution of TBAF (62.9 mL-1.0 M in THF), 62.9 mmole) under a dry N2 atmosphere. The mixture was stirred for 10 minutes and then poured into sat. NH4Cl (200 mL) and extracted with EtOAc (500 mL). The EtOAc extract was washed with brine (100 mL), dried over MgSO4, filtered and concentrated in vacuo ... Reactants: CC(=O)Nc1ccc(Cl)c(COc2cccn3c(Br)c(C)nc23)c1Cl, CN(C)C=O, [H-], CI, [Na+], O. The product is CC(=O)N(C)c1ccc(Cl)c(COc2cccn3c(Br)c(C)nc23)c1Cl. As a reaction SMILES: [C:1]([CH3:2])(=[O:3])[NH:4][c:5]1[c:6]([Cl:25])[c:7]([CH2:8][O:9][c:10]2[c:11]3[n:12]([cH:13][cH:14][cH:15]2)[c:16]([Br:20])[c:17]([CH3:19])[n:18]3)[c:21]([Cl:24])[cH:22][cH:23]1.[CH3:31][N:32]([CH3:33])[CH:34]=[O:35].[H-:26].[I:28][CH3:29].[Na+:27].[OH2:30]>>[C:1]([CH3:2])(=[O:3])[N:4]([c:5]1[c:6]([Cl:25])[c:7]([CH2:8][O:9][c:10]2[c:11]3[n:12]([cH:13][cH:14][cH:15]2)[c:16]([Br:20])[c:17]([CH3:19])[n:18]3)[c:21]([Cl:24])[cH:22][cH:23]1)[CH3:29].